This data is from the Open Reaction Database (ORD), a public repository of structured organic reaction records. The task is: describe an organic reaction: reactants, conditions, products, and yield The reactants are C(C)NC(=O)NC1=CC=C(C=C1)C=1N=C(C2=C(N1)CNCC2)N2[C@H](COCC2)C ((S)-1-ethyl-3-(4-(4-(3-methylmorpholino)-5,6,7,8-tetrahydropyrido[3,4-d]pyrimidin-2-yl)phenyl)urea), C(#N)CC(=O)Cl (2-cyanoacetyl chloride). Yields the product C(#N)CC(=O)N1CC=2N=C(N=C(C2CC1)N1[C@H](COCC1)C)C1=CC=C(C=C1)NC(=O)NCC ((S)-1-(4-(7-(2-cyanoacetyl)-4-(3-methylmorpholino)-5,6,7,8-tetrahydropyrido[3,4-d]pyrimidin-2-yl)phenyl)-3-ethylurea). RXN SMILES: [CH2:1]([NH:3][C:4]([NH:6][C:7]1[CH:12]=[CH:11][C:10]([C:13]2[N:14]=[C:15]([N:23]3[CH2:28][CH2:27][O:26][CH2:25][C@@H:24]3[CH3:29])[C:16]3[CH2:22][CH2:21][NH:20][CH2:19][C:17]=3[N:18]=2)=[CH:9][CH:8]=1)=[O:5])[CH3:2].[C:30]([CH2:32][C:33](Cl)=[O:34])#[N:31]>>[C:30]([CH2:32][C:33]([N:20]1[CH2:21][CH2:22][C:16]2[C:15]([N:23]3[CH2:28][CH2:27][O:26][CH2:25][C@@H:24]3[CH3:29])=[N:14][C:13]([C:10]3[CH:9]=[CH:8][C:7]([NH:6][C:4]([NH:3][CH2:1][CH3:2])=[O:5])=[CH:12][CH:11]=3)=[N:18][C:17]=2[CH2:19]1)=[O:34])#[N:31]. Reported procedure: Compound ex was prepared according to the procedure described in Example 5 by reacting (S)-1-ethyl-3-(4-(4-(3-methylmorpholino)-5,6,7,8-tetrahydropyrido[3,4-d]pyrimidin-2-yl)phenyl)urea with 2-cyanoacetyl chloride. LC-MS: m/z=+464 (M+H)+. The reactants are [BH4-], CO, [Na+], O=C1CC2CC(O)CC12. Yields the product OC1CC2CC(O)C2C1. Reaction SMILES: [BH4-:10].[CH3:12][OH:13].[Na+:11].[OH:1][CH:2]1[CH2:3][CH:4]2[CH2:5][C:6](=[O:9])[CH:7]2[CH2:8]1>>[OH:1][CH:2]1[CH2:3][CH:4]2[CH2:5][CH:6]([OH:9])[CH:7]2[CH2:8]1. The reactants are ClC(Cl)Cl, O=C1CCC(=O)N1I, Nc1ccccc1S(N)(=O)=O. Yields the product Nc1ccc(I)cc1S(N)(=O)=O. Reaction SMILES: [CH:20]([Cl:21])([Cl:22])[Cl:23].[I:12][N:13]1[C:14](=[O:15])[CH2:16][CH2:17][C:18]1=[O:19].[NH2:1][c:2]1[c:3]([S:8](=[O:9])(=[O:10])[NH2:11])[cH:4][cH:5][cH:6][cH:7]1>>[NH2:1][c:2]1[c:3]([S:8](=[O:9])(=[O:10])[NH2:11])[cH:4][c:5]([I:12])[cH:6][cH:7]1.